From a dataset of the Open Reaction Database (ORD), a public repository of structured organic reaction records. describe an organic reaction: reactants, conditions, products, and yield Reactants: NC1=CC2=C(CCN(CC2)CC(=O)N2CCN(CC2)C)C=C1OC (2-(7-Amino-8-methoxy-1,2,4,5-tetrahydro-3-benzazepin-3-yl)-1-(4-methyl-piperazin-1-yl)-ethanone), ClC=1C=CC(=C(C1)S(=O)(=O)N(C)C)NC1=NC(=NC=C1Cl)Cl (5-Chloro-2-(2,5-dichloro-pyrimidin-4-ylamino)-N,N-dimethyl-benzenesulfonamide). Product: ClC=1C=CC(=C(C1)S(=O)(=O)N(C)C)NC1=NC(=NC=C1Cl)NC1=CC2=C(CCN(CC2)CC(=O)N2CCN(CC2)C)C=C1OC (5-Chloro-2-(5-chloro-2-{8-methoxy-3-[2-(4-methyl-piperazin-1-yl)-2-oxo-ethyl]-2,3,4,5-tetrahydro-1H-benzo[d]azepin-7-ylamino}-pyrimidin-4-ylamino)-N,N-dimethyl-benzenesulfonamide), foam. The yield is 20.0%. As a reaction SMILES: [NH2:1][C:2]1[C:22]([O:23][CH3:24])=[CH:21][C:5]2[CH2:6][CH2:7][N:8]([CH2:11][C:12]([N:14]3[CH2:19][CH2:18][N:17]([CH3:20])[CH2:16][CH2:15]3)=[O:13])[CH2:9][CH2:10][C:4]=2[CH:3]=1.[Cl:25][C:26]1[CH:27]=[CH:28][C:29]([NH:38][C:39]2[C:44]([Cl:45])=[CH:43][N:42]=[C:41](Cl)[N:40]=2)=[C:30]([S:32]([N:35]([CH3:37])[CH3:36])(=[O:34])=[O:33])[CH:31]=1>>[Cl:25][C:26]1[CH:27]=[CH:28][C:29]([NH:38][C:39]2[C:44]([Cl:45])=[CH:43][N:42]=[C:41]([NH:1][C:2]3[C:22]([O:23][CH3:24])=[CH:21][C:5]4[CH2:6][CH2:7][N:8]([CH2:11][C:12]([N:14]5[CH2:15][CH2:16][N:17]([CH3:20])[CH2:18][CH2:19]5)=[O:13])[CH2:9][CH2:10][C:4]=4[CH:3]=3)[N:40]=2)=[C:30]([S:32]([N:35]([CH3:37])[CH3:36])(=[O:33])=[O:34])[CH:31]=1. Procedure details: The title compound was prepared from 2-(7-Amino-8-methoxy-1,2,4,5-tetrahydro-3-benzazepin-3-yl)-1-(4-methyl-piperazin-1-yl)-ethanone and 5-Chloro-2-(2,5-dichloro-pyrimidin-4-ylamino)-N,N-dimethyl-benzenesulfonamide in an analogous manner to Example 61e. Product isolated as a tan foam (0.025 g, 20%). MP: 137-150° C. 1H NMR (400 MHz, CDCl3, δ, ppm): 9.21 (s, 1H), 8.46 (d, 1H, J=8.8 Hz), 8.15 (s, 1H), 7.93 (s, 1H), 7.86 (d, 1H, J=2.5 Hz), 7.51-7.47 (m, 2H), 6.65 (s, 1H), 3.87 (s, 3H), 3.75-3.63 (m,... Starting materials: Br, CC(=O)O, CC(=O)C(C)(C)NC(c1ccccc1)c1ccccc1, Cl, [Na+], [OH-]. The product is CC1(C)C(=O)CN1C(c1ccccc1)c1ccccc1. RXN SMILES: [Br:21].[CH3:24][C:25](=[O:26])[OH:27].[CH:1]([c:2]1[cH:3][cH:4][cH:5][cH:6][cH:7]1)([c:8]1[cH:9][cH:10][cH:11][cH:12][cH:13]1)[NH:14][C:15]([C:16]([CH3:17])=[O:18])([CH3:19])[CH3:20].[ClH:28].[Na+:23].[OH-:22]>>[CH:1]([c:2]1[cH:3][cH:4][cH:5][cH:6][cH:7]1)([c:8]1[cH:9][cH:10][cH:11][cH:12][cH:13]1)[N:14]1[C:15]([CH3:19])([CH3:20])[C:16](=[O:18])[CH2:17]1. The reactants are C1(O)=CC(O)=CC=C1 (resorcinol), C1(=C(C(=C(C(=C1Br)Br)Br)Br)Br)OC2=C(C(=C(C(=C2Br)Br)Br)Br)Br (decabromodiphenyl ether), O (water), C([O-])([O-])=O.[K+].[K+] (potassium carbonate). Solvent: ClC1=CC=CC=C1 (chlorobenzene), CC(=O)N(C)C (dimethyl acetamide). Conditions: temperature 146 celsius. Product: C1(O)=CC(O)=CC=C1.C1(=C(C(=C(C(=C1Br)Br)Br)Br)Br)OC2=C(C(=C(C(=C2Br)Br)Br)Br)Br (resorcinol decabromodiphenyl ether). Reaction SMILES: [C:1]1([CH:8]=[CH:7][CH:6]=[C:4]([OH:5])[CH:3]=1)[OH:2].[C:9]1([O:20][C:21]2[C:26]([Br:27])=[C:25]([Br:28])[C:24]([Br:29])=[C:23]([Br:30])[C:22]=2[Br:31])[C:14]([Br:15])=[C:13]([Br:16])[C:12]([Br:17])=[C:11]([Br:18])[C:10]=1[Br:19].C(=O)([O-])[O-].[K+].[K+].O>ClC1C=CC=CC=1.CC(N(C)C)=O>[C:1]1([CH:8]=[CH:7][CH:6]=[C:4]([OH:5])[CH:3]=1)[OH:2].[C:21]1([O:20][C:9]2[C:10]([Br:19])=[C:11]([Br:18])[C:12]([Br:17])=[C:13]([Br:16])[C:14]=2[Br:15])[C:26]([Br:27])=[C:25]([Br:28])[C:24]([Br:29])=[C:23]([Br:30])[C:22]=1[Br:31] |f:2.3.4,8.9|. Procedure: A resorcinol-decabromodiphenyl ether oligomer was prepared by heating 16.5 grams (0.15 mole) resorcinol with 143.9 grams (0.15 mole) decabromodiphenyl ether (DBDPE) in 300 ml chlorobenzene and 300 ml dimethyl acetamide (DMAC). 30 g of anhydrous potassium carbonate was also added as the base required to carry out the reaction. The mixture was heated at reflux (146° C.) for 5 hours and water formed by the reaction was removed using a modified Dean Stark trap. The reaction mixture was filtered hot ... Starting materials: O=C(NCC(F)(F)F)c1ccc(Br)cc1CO, CN(C)P(=O)(Cl)N(C)C, CN1C=CC(=O)C1, CC(C)[Mg+], [Cl-], C1CCOC1. The product is O=C1c2ccc(Br)cc2CN1CC(F)(F)F. RXN SMILES: [Br:1][c:2]1[cH:3][c:4]([CH2:16][OH:17])[c:5]([C:6](=[O:7])[NH:8][CH2:9][C:10]([F:11])([F:12])[F:13])[cH:14][cH:15]1.[CH3:23][N:24]([CH3:25])[P:26]([Cl:27])([N:28]([CH3:29])[CH3:30])=[O:31].[CH3:37][N:38]1[CH2:39][C:40](=[O:41])[CH:42]=[CH:43]1.[CH:19]([Mg+:20])([CH3:21])[CH3:22].[Cl-:18].[O:32]1[CH2:33][CH2:34][CH2:35][CH2:36]1>>[Br:1][c:2]1[cH:3][c:4]2[c:5]([cH:14][cH:15]1)[C:6](=[O:7])[N:8]([CH2:9][C:10]([F:11])([F:12])[F:13])[CH2:16]2. Reactants: COC(=O)C1COC2=NC=CC=C21 (2,3-dihydrofuro[2,3-b]pyridine-3-carboxylic acid methyl ester), O[Li].O (LiOH.H2O). The solvent is CCO (EtOH), CO (MeOH), O (H2O), CCOC(=O)C (EtOAc). Conditions: time 1 hour. Product: O1CC(C=2C1=NC=CC2)C(=O)O (2,3-dihydrofuro[2,3-b]pyridine-3-carboxylic acid). RXN SMILES: C[O:2][C:3]([CH:5]1[C:13]2[C:8](=[N:9][CH:10]=[CH:11][CH:12]=2)[O:7][CH2:6]1)=[O:4].O[Li].O>CCO.CO.O.CCOC(C)=O>[O:7]1[C:8]2=[N:9][CH:10]=[CH:11][CH:12]=[C:13]2[CH:5]([C:3]([OH:4])=[O:2])[CH2:6]1 |f:1.2|. Procedure: To a solution of 2,3-dihydrofuro[2,3-b]pyridine-3-carboxylic acid methyl ester (21.2 mmol) in 20 mL EtOH and 15 mL MeOH was added a solution of LiOH.H2O (23.3 mmol) in 6 mL H2O. After stirring at RT for 1 h, the reaction mixture was diluted with 20 mL EtOAc and extracted twice with water. The water phase was acidified to pH 3 and extracted 5 times with EtOAc and 3 times with DCM. The combined organic layers were dried over MgSO4 and concentrated in vacuo to obtain the desired product as beige so... The reactants are ClC=1N=C(C2=C(N1)C=C(S2)CN)N2CCOCC2 ((2-Chloro-4-morpholinothieno[3,2-d]pyrimidin-6-yl)methanamine), C(C1=CN=CC=C1)(=O)Cl (nicotinoyl chloride), CC1(OB(OC1(C)C)C1=C2C=NNC2=CC=C1)C (4-(4,4,5,5-tetramethyl-[1,3,2]dioxaborolan-2-yl)-1H-indazole). Product: N1N=CC2=C(C=CC=C12)C=1N=C(C2=C(N1)C=C(S2)CNC(C2=CN=CC=C2)=O)N2CCOCC2 (N-((2-(1H-indazol-4-yl)-4-morpholinothieno[3,2-d]pyrimidin-6-yl)methyl)nicotinamide). Reaction SMILES: Cl[C:2]1[N:3]=[C:4]([N:13]2[CH2:18][CH2:17][O:16][CH2:15][CH2:14]2)[C:5]2[S:10][C:9]([CH2:11][NH2:12])=[CH:8][C:6]=2[N:7]=1.[C:19](Cl)(=[O:26])[C:20]1[CH:25]=[CH:24][CH:23]=[N:22][CH:21]=1.CC1(C)C(C)(C)OB([C:36]2[CH:44]=[CH:43][CH:42]=[C:41]3[C:37]=2[CH:38]=[N:39][NH:40]3)O1>>[NH:40]1[C:41]2[C:37](=[C:36]([C:2]3[N:3]=[C:4]([N:13]4[CH2:18][CH2:17][O:16][CH2:15][CH2:14]4)[C:5]4[S:10][C:9]([CH2:11][NH:12][C:19](=[O:26])[C:20]5[CH:25]=[CH:24][CH:23]=[N:22][CH:21]=5)=[CH:8][C:6]=4[N:7]=3)[CH:44]=[CH:43][CH:42]=2)[CH:38]=[N:39]1. Procedure: (2-Chloro-4-morpholinothieno[3,2-d]pyrimidin-6-yl)methanamine 27 was acylated with nicotinoyl chloride following General Procedure K and then reacted with 4-(4,4,5,5-tetramethyl-1,3,2-dioxaborolan-2-yl)-1H-indazole 7 (34 mg) following General Procedure A to give 288. MS (Q1) 472 (M)+